This data is from the Open Reaction Database (ORD), a public repository of structured organic reaction records. The task is: describe an organic reaction: reactants, conditions, products, and yield The reactants are FC1=CC=C(C(=O)NCC2(OC(NC3=C2C=C(C=C3)N3C(OCC3)=O)=O)C(F)(F)F)C=C1 (4-Fluoro-N-{[2-oxo-6-(2-oxo-1,3-oxazolidin-3-yl)-4-(trifluoromethyl)-1,4-dihydro-2H-3,1-benzoxazin-4-yl]methyl}benzamide), CCCCCC (n-hexane). The solvent is C(C)O (ethanol). Yields the product FC1=CC=C(C(=O)NC[C@]2(OC(NC3=C2C=C(C=C3)N3C(OCC3)=O)=O)C(F)(F)F)C=C1 (4-fluoro-N-{[(4S*)-2-oxo-6-(2-oxo-1,3-oxazolidin-3-yl)-4-(trifluoromethyl)-1,4-dihydro-2H-3,1-benzoxazin-4-yl]methyl}benzamide). RXN SMILES: [F:1][C:2]1[CH:32]=[CH:31][C:5]([C:6]([NH:8][CH2:9][C:10]2([C:27]([F:30])([F:29])[F:28])[C:15]3[CH:16]=[C:17]([N:20]4[CH2:24][CH2:23][O:22][C:21]4=[O:25])[CH:18]=[CH:19][C:14]=3[NH:13][C:12](=[O:26])[O:11]2)=[O:7])=[CH:4][CH:3]=1.CCCCCC>C(O)C>[F:1][C:2]1[CH:32]=[CH:31][C:5]([C:6]([NH:8][CH2:9][C@:10]2([C:27]([F:29])([F:28])[F:30])[C:15]3[CH:16]=[C:17]([N:20]4[CH2:24][CH2:23][O:22][C:21]4=[O:25])[CH:18]=[CH:19][C:14]=3[NH:13][C:12](=[O:26])[O:11]2)=[O:7])=[CH:4][CH:3]=1. Procedure: 4-Fluoro-N-{[2-oxo-6-(2-oxo-1,3-oxazolidin-3-yl)-4-(trifluoromethyl)-1,4-dihydro-2H-3,1-benzoxazin-4-yl]methyl}benzamide was subjected to optical resolution by HPLC (Chiralpack AD-H, n-hexane:ethanol=3:1), and a fraction eluted at a later time was concentrated, whereby the objective compound was obtained. The reactants are C(C)N(C1=C(C=CC(=C1)OC)C1CC=2C=CC(=CC2CC1)OC(C(C)(C)C)=O)C(C1=CC=C(C=C1)O)=O (pivalic acid 6-{2-[ethyl(4-hydroxybenzoyl)amino]-4-methoxyphenyl}-5,6,7,8-tetrahydronaphthalen-2-yl ester), ClCC(=O)NCCOC (2-chloro-N-(2-methoxyethyl)acetamide). Product: C(C)N(C1=C(C=CC(=C1)OC)C1CC=2C=CC(=CC2CC1)O)CC1=CC=C(C=C1)OCCNCCOC (6-{2-{Ethyl{4-[2-(2-methoxyethylamino)ethoxy]benzyl}amino}-4-methoxyphenyl}-5,6,7,8-tetrahydronaphthalen-2-ol). Yield: 13.9%. As a reaction SMILES: [CH2:1]([N:3]([C:29](=O)[C:30]1[CH:35]=[CH:34][C:33]([OH:36])=[CH:32][CH:31]=1)[C:4]1[CH:9]=[C:8]([O:10][CH3:11])[CH:7]=[CH:6][C:5]=1[CH:12]1[CH2:21][CH2:20][C:19]2[CH:18]=[C:17]([O:22]C(=O)C(C)(C)C)[CH:16]=[CH:15][C:14]=2[CH2:13]1)[CH3:2].Cl[CH2:39][C:40]([NH:42][CH2:43][CH2:44][O:45][CH3:46])=O>>[CH2:1]([N:3]([CH2:29][C:30]1[CH:31]=[CH:32][C:33]([O:36][CH2:39][CH2:40][NH:42][CH2:43][CH2:44][O:45][CH3:46])=[CH:34][CH:35]=1)[C:4]1[CH:9]=[C:8]([O:10][CH3:11])[CH:7]=[CH:6][C:5]=1[CH:12]1[CH2:21][CH2:20][C:19]2[CH:18]=[C:17]([OH:22])[CH:16]=[CH:15][C:14]=2[CH2:13]1)[CH3:2]. Procedure: Synthesized from pivalic acid 6-{2-[ethyl(4-hydroxybenzoyl)amino]-4-methoxyphenyl}-5,6,7,8-tetrahydronaphthalen-2-yl ester (25 mg) and 2-chloro-N-(2-methoxyethyl)acetamide (14 mg) according to an analogous synthetic method to Example 567 and purified by LC-MS, the title compound (3.5 mg) was obtained. Starting materials: CO.C(Cl)(Cl)Cl (MeOH CHCl3), C(=O)(O)[O-].[Na+] (NaHCO3), crude product, OC1=C(C=C(C=C1)C1=CC=C(O1)C(NO)=N)C(F)(F)F (5-(4-hydroxy-3-trifluoromethylphenyl)-N-hydroxy-2-furancarboximidamide), Cl (HCl), Cl (HCl). Run in CCOCC (ether), CO (methanol), CCOCC (ether). The product is Cl.OC1=C(C=C(C=C1)C1=CC=C(O1)C(NO)=N)C(F)(F)F (5-(4-hydroxy-3-trifluoromethylphenyl)-N-hydroxy-2-furancarboximidamide hydrochloride). Reaction SMILES: [OH:1][C:2]1[CH:7]=[CH:6][C:5]([C:8]2[O:12][C:11]([C:13](=[NH:16])[NH:14][OH:15])=[CH:10][CH:9]=2)=[CH:4][C:3]=1[C:17]([F:20])([F:19])[F:18].Cl.C([O-])(O)=O.[Na+].CO.C(Cl)(Cl)[Cl:30]>CCOCC.CO>[ClH:30].[OH:1][C:2]1[CH:7]=[CH:6][C:5]([C:8]2[O:12][C:11]([C:13](=[NH:16])[NH:14][OH:15])=[CH:10][CH:9]=2)=[CH:4][C:3]=1[C:17]([F:20])([F:18])[F:19] |f:2.3,4.5,8.9|. Procedure: In a 125 ml, 3-necked round bottom flask equipped with thermometer, condenser, stir bar and heated in an oil bath was added 1.69 g (0.0067 mole) of F, 0.507 g (0.0073 mole, 1.1 equiv.) of hydroxylamine hydrochloride, 0.409 g (0.0073 mole, 1.1 equiv.) of potassium hydroxide and 40 ml of abs. ethanol. This yellow slurry was stirred and heated to reflux for 3 hours, then stirred at room temperature overnight. TLC showed the reaction to be complete, so the slurry was filtered and rinsed with 50 ml o... Reactants: [N+]1(=CC(=CC=C1)C(=O)OC1=CC=C(C=C1)[N+](=O)[O-])[O-] (4-nitrophenyl 3-pyridinecarboxylate 1-oxide), CC1CN(CCC1)CC=1C=C(OCCCN)C=CC1 (3-[3-(3-methylpiperidinomethyl)phenoxy]propylamine). The solvent is CO (methanol). Conditions: temperature 50 celsius, time 3 hour. Yields the product CC1CN(CCC1)CC=1C=C(OCCCNC(=O)C=2C=[N+](C=CC2)[O-])C=CC1 (N-[3-[3-(3-methylpiperidinomethyl)phenoxy]propyl]-3-pyridinecarboxamide 1-oxide), product. RXN SMILES: [N+:1]1([O-:19])[CH:6]=[CH:5][CH:4]=[C:3]([C:7](OC2C=CC([N+]([O-])=O)=CC=2)=[O:8])[CH:2]=1.[CH3:20][CH:21]1[CH2:26][CH2:25][CH2:24][N:23]([CH2:27][C:28]2[CH:29]=[C:30]([CH:36]=[CH:37][CH:38]=2)[O:31][CH2:32][CH2:33][CH2:34][NH2:35])[CH2:22]1>CO>[CH3:20][CH:21]1[CH2:26][CH2:25][CH2:24][N:23]([CH2:27][C:28]2[CH:29]=[C:30]([CH:36]=[CH:37][CH:38]=2)[O:31][CH2:32][CH2:33][CH2:34][NH:35][C:7]([C:3]2[CH:2]=[N+:1]([O-:19])[CH:6]=[CH:5][CH:4]=2)=[O:8])[CH2:22]1. Procedure details: To the active ester thus obtained there is added a solution of 3.8 g of 3-[3-(3-methylpiperidinomethyl)phenoxy]propylamine in 70 ml of methanol and the mixture is stirred 3 hours at 50° C. The solvent is evaporated, the residue is taken up with 30 ml of N hydrochloric acid and the acid solution is washed 3 times with 20 ml of ethyl acetate. The pH is adjusted to 7.8, then the solution is salted out with sodium chloride and extracted 6 times with 30 ml of ethyl acetate. The organic extracts are c... The reactants are CC#CCn1c(N2CCCC(NC(=O)OC(C)(C)C)C2)nc2cnn(Cc3nc(C)c4ccccc4n3)c(=O)c21, ClCCl, O=C(O)C(F)(F)F. Product: CC#CCn1c(N2CCCC(N)C2)nc2cnn(Cc3nc(C)c4ccccc4n3)c(=O)c21. Reaction SMILES: [CH2:1]([C:2]#[C:3][CH3:4])[n:5]1[c:6]([N:27]2[CH2:28][CH:29]([NH:33][C:34](=[O:35])[O:36][C:37]([CH3:38])([CH3:39])[CH3:40])[CH2:30][CH2:31][CH2:32]2)[n:7][c:8]2[c:9]1[c:10](=[O:26])[n:11]([CH2:14][c:15]1[n:16][c:17]3[cH:18][cH:19][cH:20][cH:21][c:22]3[c:23]([CH3:25])[n:24]1)[n:12][cH:13]2.[Cl:48][CH2:49][Cl:50].[OH:41][C:42]([C:43]([F:44])([F:45])[F:46])=[O:47]>>[CH2:1]([C:2]#[C:3][CH3:4])[n:5]1[c:6]([N:27]2[CH2:28][CH:29]([NH2:33])[CH2:30][CH2:31][CH2:32]2)[n:7][c:8]2[c:9]1[c:10](=[O:26])[n:11]([CH2:14][c:15]1[n:16][c:17]3[cH:18][cH:19][cH:20][cH:21][c:22]3[c:23]([CH3:25])[n:24]1)[n:12][cH:13]2. Starting materials: ClC=1C(=NN(C1OC(F)F)C)C1=C(C=C(C(=C1)O)Cl)F (4-chloro-3-(4-chloro-2-fluoro-5-hydroxyphenyl)-5-difluoromethoxy-1-methylpyrazole), BrCC=1OC=CC1C(=O)OCC (ethyl 2-bromomethyl-3-furancarboxylate), raw product, saturated solution, [Cl-].[Na+] (sodium chloride), C([O-])([O-])=O.[K+].[K+] (potassium carbonate). The solvent is CC(=O)C (acetone). Reaction conditions: time 2 hour. The product is ClC1=C(OCC=2OC=CC2C(=O)OCC)C=C(C(=C1)F)C1=NN(C(=C1Cl)OC(F)F)C (ethyl 2-[2-chloro-5-(4-chloro-5-difluoromethoxy-1-methylpyrazol-3-yl)-4-fluorophenoxymethyl]-3-furancarboxylate). Isolated yield 98.1%. RXN SMILES: C(=O)([O-])[O-].[K+].[K+].[Cl:7][C:8]1[C:9]([C:18]2[CH:23]=[C:22]([OH:24])[C:21]([Cl:25])=[CH:20][C:19]=2[F:26])=[N:10][N:11]([CH3:17])[C:12]=1[O:13][CH:14]([F:16])[F:15].Br[CH2:28][C:29]1[O:30][CH:31]=[CH:32][C:33]=1[C:34]([O:36][CH2:37][CH3:38])=[O:35].[Cl-].[Na+]>CC(C)=O>[Cl:25][C:21]1[CH:20]=[C:19]([F:26])[C:18]([C:9]2[C:8]([Cl:7])=[C:12]([O:13][CH:14]([F:15])[F:16])[N:11]([CH3:17])[N:10]=2)=[CH:23][C:22]=1[O:24][CH2:28][C:29]1[O:30][CH:31]=[CH:32][C:33]=1[C:34]([O:36][CH2:37][CH3:38])=[O:35] |f:0.1.2,5.6|. Procedure: 2.32 g (16.81 mmoles) of potassium carbonate are added to a solution prepared with 5 g (15.28 mmoles) of 4-chloro-3-(4-chloro-2-fluoro-5-hydroxyphenyl)-5-difluoromethoxy-1-methylpyrazole, 3.92 g (16.81 mmoles) of ethyl 2-bromomethyl-3-furancarboxylate and 100 ml of acetone. The mixture is heated to reflux temperature under stirring for 2 hours. The raw product is then poured into 500 ml of a saturated solution of sodium chloride and extracted with ethyl acetate (3×150). The joined organic phases... Reactants: BrCCCCCCCCC1=CC=CC=C1 ((8-bromooctyl)benzene), C(C)O (ethanol), C(C)NCC (diethylamine), C([O-])(O)=O.[Na+] (sodium bicarbonate). Solvent: C(C)(=O)OCC (ethyl acetate). Conditions: time 7.5 hour. Yields the product CN(C)CCCCCCCCC1=CC=CC=C1 (N,N-Dimethyl-8-phenyloctylamine). As a reaction SMILES: Br[CH2:2][CH2:3][CH2:4][CH2:5][CH2:6][CH2:7][CH2:8][CH2:9][C:10]1[CH:15]=[CH:14][CH:13]=[CH:12][CH:11]=1.C(O)C.[CH2:19]([NH:21][CH2:22]C)C.C(=O)(O)[O-].[Na+]>C(OCC)(=O)C>[CH3:19][N:21]([CH2:2][CH2:3][CH2:4][CH2:5][CH2:6][CH2:7][CH2:8][CH2:9][C:10]1[CH:15]=[CH:14][CH:13]=[CH:12][CH:11]=1)[CH3:22] |f:3.4|. Reported procedure: To 538 mg of (8-bromooctyl)benzene were added 1 ml of ethanol and 1.05 ml of 50% aqueous diethylamine solution, and the mixture was stirred at a room temperature for 7.5 hours. To the mixture were added 30 ml of ethyl acetate and 5 ml of 5% sodium bicarbonate aqueous solution, and the resulting layers were separated. The organic layer was washed with water and a saturated sodium chloride aqueous solution, dried over magnesium sulfate, and evaporated under a reduced pressure. The residue was appl... Starting materials: CCCCC1CCNCC1, CC#N, CCOC(C)=O, [K+], [K+], O=C([O-])[O-], O, Cc1ccc(S(=O)(=O)OCCCc2c[nH]c3ccccc23)cc1. Product: CCCCC1CCN(CCCc2c[nH]c3ccccc23)CC1. As a reaction SMILES: [CH2:1]([CH2:2][CH2:3][CH3:4])[CH:5]1[CH2:6][CH2:7][NH:8][CH2:9][CH2:10]1.[CH3:41][C:42]#[N:43].[CH3:44][CH2:45][O:46][C:47]([CH3:48])=[O:49].[K+:34].[K+:35].[O-:36][C:37]([O-:38])=[O:39].[OH2:40].[nH:11]1[cH:12][c:13]([CH2:20][CH2:21][CH2:22][O:23][S:24]([c:25]2[cH:26][cH:27][c:28]([CH3:29])[cH:30][cH:31]2)(=[O:32])=[O:33])[c:14]2[cH:15][cH:16][cH:17][cH:18][c:19]12>>[CH2:1]([CH2:2][CH2:3][CH3:4])[CH:5]1[CH2:6][CH2:7][N:8]([CH2:22][CH2:21][CH2:20][c:13]2[cH:12][nH:11][c:19]3[c:14]2[cH:15][cH:16][cH:17][cH:18]3)[CH2:9][CH2:10]1.